This data is from the Open Reaction Database (ORD), a public repository of structured organic reaction records. The task is: describe an organic reaction: reactants, conditions, products, and yield Reactants: CCCCn1c(Br)nc2c(N)ncnc21, CCO. Product: CCCCn1c(O)nc2c(N)ncnc21. As a reaction SMILES: [Br:1][c:2]1[n:3]([CH2:12][CH2:13][CH2:14][CH3:15])[c:4]2[n:5][cH:6][n:7][c:8]([NH2:11])[c:9]2[n:10]1.[CH3:16][CH2:17][OH:18]>>[c:2]1([OH:18])[n:3]([CH2:12][CH2:13][CH2:14][CH3:15])[c:4]2[n:5][cH:6][n:7][c:8]([NH2:11])[c:9]2[n:10]1. The reactants are C1(=CC=CC=C1)CCOCC(C)(O)C1=C(C=CC(=C1)OC)OC (2-(2,5-dimethoxyphenyl)-2-hydroxypropyl 2-phenylethyl ether), P(=O)(Cl)(Cl)Cl (phosphorous oxychloride), CCOCC (ether), C([O-])([O-])=O.[Na+].[Na+] (sodium carbonate). Run in N1=CC=CC=C1 (pyridine). Run at temperature 20 celsius, time 1.5 hour. The product is C1(=CC=CC=C1)CCOCC(C)C1=C(C=CC(=C1)OC)OC (2-(2,5-dimethoxyphenyl)propyl 2-phenylethyl ether). RXN SMILES: [C:1]1([CH2:7][CH2:8][O:9][CH2:10][C:11]([C:14]2[CH:19]=[C:18]([O:20][CH3:21])[CH:17]=[CH:16][C:15]=2[O:22][CH3:23])(O)[CH3:12])[CH:6]=[CH:5][CH:4]=[CH:3][CH:2]=1.P(Cl)(Cl)(Cl)=O.CCOCC.C(=O)([O-])[O-].[Na+].[Na+]>N1C=CC=CC=1>[C:1]1([CH2:7][CH2:8][O:9][CH2:10][CH:11]([C:14]2[CH:19]=[C:18]([O:20][CH3:21])[CH:17]=[CH:16][C:15]=2[O:22][CH3:23])[CH3:12])[CH:2]=[CH:3][CH:4]=[CH:5][CH:6]=1 |f:3.4.5|. Procedure details: To a 0° C. solution of 2-(2,5-dimethoxyphenyl)-2-hydroxypropyl 2-phenylethyl ether (550 mg., 1.74 mM) in pyridine (2 ml.) is added dropwise phosphorous oxychloride (477 ml., 5.22 mM). The reaction is allowed to warm to 20° C. over a 1.5 hour period. It is then stirred for 1.5 hours at 20° C. and then added to ether (150 ml.) and 15% sodium carbonate (100 ml.). The organic phase is separated and washed with 15% sodium carbonate (3×50 ml.), dried over magnesium sulfate and evaporated to an oil. Th... The reactants are CC(C)OC(=O)/N=N/C(=O)OC(C)C (DIAD), C(C)(C)(C)OC(=O)N1[C@@H](C[C@@H](C1)OC1=CC=CC=C1)CO ((2S,4S)-1-tert-butoxycarbonyl-4-phenoxy-2-pyrrolidinylmethanol), OC1=CC=C(C(=O)OC)C=C1 (methyl 4-hydoxybenzoate), C1(=CC=CC=C1)P(C1=CC=CC=C1)C1=CC=CC=C1 (triphenylphosphine). Run in C1CCOC1 (THF). Product: C(C)(C)(C)OC(=O)N1[C@@H](C[C@@H](C1)OC1=CC=CC=C1)COC1=CC=C(C(=O)OC)C=C1 (methyl 4-((2S,4S)-1-tert-butoxycarbonyl-4-phenoxy-2-pyrrolidinylmethoxy)benzoate). The yield is 149.0%. RXN SMILES: CC(OC(/N=N/C(OC(C)C)=O)=O)C.[C:15]([O:19][C:20]([N:22]1[CH2:26][C@@H:25]([O:27][C:28]2[CH:33]=[CH:32][CH:31]=[CH:30][CH:29]=2)[CH2:24][C@H:23]1[CH2:34][OH:35])=[O:21])([CH3:18])([CH3:17])[CH3:16].O[C:37]1[CH:46]=[CH:45][C:40]([C:41]([O:43][CH3:44])=[O:42])=[CH:39][CH:38]=1.C1(P(C2C=CC=CC=2)C2C=CC=CC=2)C=CC=CC=1>C1COCC1>[C:15]([O:19][C:20]([N:22]1[CH2:26][C@@H:25]([O:27][C:28]2[CH:29]=[CH:30][CH:31]=[CH:32][CH:33]=2)[CH2:24][C@H:23]1[CH2:34][O:35][C:37]1[CH:46]=[CH:45][C:40]([C:41]([O:43][CH3:44])=[O:42])=[CH:39][CH:38]=1)=[O:21])([CH3:18])([CH3:17])[CH3:16]. Procedure details: DIAD (0.64 ml, 3.25 mmol) was added dropwise while stirring a mixture of (2S,4S)-1-tert-butoxycarbonyl-4-phenoxy-2-pyrrolidinylmethanol (1.16 g, 3.25 mmol), methyl 4-hydoxybenzoate (494 mg, 3.25 mmol) and triphenylphosphine (852 mg, 3.25 mmol) in THF (30 ml) at room temperature in a nitrogen gas stream. After completion of the dropwise addition, the reaction mixture was stirred at room temperature for 20 minutes and at 80° C. for 8 hours. After cooling, the reaction mixture was concentrated unde... The reactants are F[B-](F)(F)F, CN1CCCn2c(-c3ccccc3)nc(C(=O)NC(C(=O)O)C(C)(C)C)c2C1, CC(C)N, CN(C)C=O, CN(C)C(On1nnc2ccccc21)=[N+](C)C. Yields the product CC(C)NC(=O)C(NC(=O)c1nc(-c2ccccc2)n2c1CN(C)CCC2)C(C)(C)C. RXN SMILES: [B-:33]([F:34])([F:35])([F:36])[F:37].[CH3:1][C:2]([CH:3]([C:4](=[O:5])[OH:6])[NH:7][C:8](=[O:9])[c:10]1[n:11][c:12](-[c:21]2[cH:22][cH:23][cH:24][cH:25][cH:26]2)[n:13]2[c:14]1[CH2:15][N:16]([CH3:20])[CH2:17][CH2:18][CH2:19]2)([CH3:27])[CH3:28].[CH3:29][CH:30]([CH3:31])[NH2:32].[O:55]=[CH:56][N:57]([CH3:58])[CH3:59].[n:38]1([O:39][C:40]([N:41]([CH3:42])[CH3:43])=[N+:44]([CH3:45])[CH3:46])[c:47]2[cH:48][cH:49][cH:50][cH:51][c:52]2[n:53][n:54]1>>[CH3:1][C:2]([CH:3]([C:4](=[O:5])[NH:32][CH:30]([CH3:29])[CH3:31])[NH:7][C:8](=[O:9])[c:10]1[n:11][c:12](-[c:21]2[cH:22][cH:23][cH:24][cH:25][cH:26]2)[n:13]2[c:14]1[CH2:15][N:16]([CH3:20])[CH2:17][CH2:18][CH2:19]2)([CH3:27])[CH3:28]. The reactants are F[B-](F)(F)F, CCOC(=O)C(=CC=C(C(=S)OCC)N(C)C)c1ccccc1, CCOC(=O)C(=CC=[N+](C)C)N(C)C, CCO, CCOC(=O)CSCc1ccc(-c2ccccc2)cc1. The product is CCOC(=O)C(=CC=C(C(=O)OCC)N(C)C)SCc1ccc(-c2ccccc2)cc1. As a reaction SMILES: [B-:24]([F:25])([F:26])([F:27])[F:28].[CH3:1][N:2]([CH3:3])[C:4](=[CH:5][CH:6]=[C:7]([c:8]1[cH:9][cH:10][cH:11][cH:12][cH:13]1)[C:14]([O:15][CH2:16][CH3:17])=[O:18])[C:19]([O:20][CH2:21][CH3:22])=[S:23].[CH3:29][N:30]([C:31](=[CH:32][CH:33]=[N+:34]([CH3:35])[CH3:36])[C:37](=[O:38])[O:39][CH2:40][CH3:41])[CH3:42].[CH3:63][CH2:64][OH:65].[c:43]1(-[c:49]2[cH:50][cH:51][c:52]([CH2:53][S:54][CH2:55][C:56](=[O:57])[O:58][CH2:59][CH3:60])[cH:61][cH:62]2)[cH:44][cH:45][cH:46][cH:47][cH:48]1>>[CH3:29][N:30]([C:31](=[CH:32][CH:33]=[C:55]([S:54][CH2:53][c:52]1[cH:51][cH:50][c:49](-[c:43]2[cH:44][cH:45][cH:46][cH:47][cH:48]2)[cH:62][cH:61]1)[C:56](=[O:57])[O:58][CH2:59][CH3:60])[C:37](=[O:38])[O:39][CH2:40][CH3:41])[CH3:42]. Starting materials: [Al+3], CCC(=O)Cl, COc1ccccc1, [Cl-], [Cl-], [Cl-], ClCCl. Yields the product CCC(=O)c1ccc(OC)cc1. As a reaction SMILES: [Al+3:2].[C:13]([CH2:14][CH3:15])(=[O:16])[Cl:17].[CH3:5][O:6][c:7]1[cH:8][cH:9][cH:10][cH:11][cH:12]1.[Cl-:1].[Cl-:3].[Cl-:4].[Cl:18][CH2:19][Cl:20]>>[CH3:5][O:6][c:7]1[cH:8][cH:9][c:10]([C:13]([CH2:14][CH3:15])=[O:16])[cH:11][cH:12]1.